This data is from the Open Reaction Database (ORD), a public repository of structured organic reaction records. The task is: describe an organic reaction: reactants, conditions, products, and yield The reactants are C(C)OC(=O)C=1C(=C2C(=C(N1)C)SN=C2C2=CC=C(C=C2)F)O (3-(4-Fluoro-phenyl)-4-hydroxy-7-methyl-isothiazolo[5,4-c]pyridine-5-carboxylic acid ethyl ester), NCC(=O)O (glycine). Product: FC1=CC=C(C=C1)C1=NSC2=C(N=C(C(=C21)O)C(=O)NCC(=O)O)C ({[3-(4-Fluoro-phenyl)-4-hydroxy-7-methyl-isothiazolo[5,4-c]pyridine-5-carbonyl]-amino}-acetic acid). RXN SMILES: C(O[C:4]([C:6]1[C:7]([OH:23])=[C:8]2[C:15]([C:16]3[CH:21]=[CH:20][C:19]([F:22])=[CH:18][CH:17]=3)=[N:14][S:13][C:9]2=[C:10]([CH3:12])[N:11]=1)=[O:5])C.[NH2:24][CH2:25][C:26]([OH:28])=[O:27]>>[F:22][C:19]1[CH:20]=[CH:21][C:16]([C:15]2[C:8]3[C:9](=[C:10]([CH3:12])[N:11]=[C:6]([C:4]([NH:24][CH2:25][C:26]([OH:28])=[O:27])=[O:5])[C:7]=3[OH:23])[S:13][N:14]=2)=[CH:17][CH:18]=1. Procedure details: The title compound was synthesized in analogy to Example 1 from 3-(4-Fluoro-phenyl)-4-hydroxy-7-methyl-isothiazolo[5,4-c]pyridine-5-carboxylic acid ethyl ester and glycine: MS (m/z) 360.1 (M−1). Starting materials: N1=C(C=CC(=C1)C(=O)O)C(=O)O (pyridine-2,5-dicarboxylic acid), C(CC(C)C)NCCC(C)C (diisoamylamine). Yields the product C(CC(C)C)N(C(=O)C1=NC=C(C=C1)C(=O)N(CCC(C)C)CCC(C)C)CCC(C)C (N,N,N',N'-tetraisoamyl pyridine-2,5-dicarboxamide). As a reaction SMILES: [N:1]1[CH:6]=[C:5]([C:7]([OH:9])=O)[CH:4]=[CH:3][C:2]=1[C:10]([OH:12])=O.[CH2:13]([NH:18][CH2:19][CH2:20][CH:21]([CH3:23])[CH3:22])[CH2:14][CH:15]([CH3:17])[CH3:16]>>[CH2:19]([N:18]([CH2:13][CH2:14][CH:15]([CH3:16])[CH3:17])[C:10]([C:2]1[CH:3]=[CH:4][C:5]([C:7]([N:18]([CH2:19][CH2:20][CH:21]([CH3:23])[CH3:22])[CH2:13][CH2:14][CH:15]([CH3:16])[CH3:17])=[O:9])=[CH:6][N:1]=1)=[O:12])[CH2:20][CH:21]([CH3:23])[CH3:22]. Procedure: N,N,N',N'-tetraisoamyl pyridine-2,5-dicarboxamide was prepared using the method of Example 1 from pyridine-2,5-dicarboxylic acid and diisoamylamine. The crude product in toluene solution was washed several times with 0.5M aqueous sodium hydroxide and then with 0.5M aqueous hydrochloric acid and water. The solution was then treated with charcoal and filtered. The solvent was distilled under reduced pressure, but the product, a brown oil, was not itself distilled. It was made up as a 0.2M solution... Reactants: C1=CC=CC=2C3=CC=CC=C3CC12 (Fluorene), FeCl3, C(=S)=S (CS2), C(C)(C)(C)Cl (t-BuCl), O (water), crude product. Solvent: CCCCCC (hexane). The product is C(C)(C)(C)C1=CC=2CC3=CC(=CC=C3C2C=C1)C(C)(C)C (2,7-di-t-butylfluorene). Isolated yield 85.0%. RXN SMILES: [CH:1]1[C:13]2[CH2:12][C:11]3[C:6](=[CH:7][CH:8]=[CH:9][CH:10]=3)[C:5]=2[CH:4]=[CH:3][CH:2]=1.C(=S)=S.[C:17](Cl)([CH3:20])([CH3:19])[CH3:18].O>CCCCCC>[C:17]([C:9]1[CH:8]=[CH:7][C:6]2[C:5]3[C:13](=[CH:1][C:2]([C:5]([CH3:6])([CH3:13])[CH3:4])=[CH:3][CH:4]=3)[CH2:12][C:11]=2[CH:10]=1)([CH3:20])([CH3:19])[CH3:18]. Procedure: Fluorene (30.4764 g, 183.5928 mmol), FeCl3 (0.5 eq., 14.7517 g) and CS2 (300 ml) were introduced to a three-neck 1 liter flask fitted with a mechanical stirrer and hydrogen chloride trap which had been flame-dried and filled with nitrogen, and stirred. t-BuCl (2.5 eq., 50 ml) was dripped into this solution during 10 minutes. The reaction solution was stirred at room temperature for 7 hours, then water was added to quench the reaction. Next, the organic layer was extracted twice with methylene ch... Reactants: 4-bromo-2-(2-phenethyl)phenol, C(=O)([O-])[O-].[K+].[K+] (K2CO3), BrCC1=NC=C(C=C1)C(=O)OC (methyl 2-bromomethyl-5-pyridine carboxylate). Run in CN(C)C=O (DMF). The product is N1=CC=CC(=C1)C(=O)O (5-pyridinecarboxylic acid). Yield: 298.1%. Reaction SMILES: C([O-])([O-])=O.[K+].[K+].BrC[C:9]1[CH:14]=[CH:13][C:12]([C:15]([O:17]C)=[O:16])=[CH:11][N:10]=1>CN(C=O)C>[N:10]1[CH:11]=[C:12]([C:15]([OH:17])=[O:16])[CH:13]=[CH:14][CH:9]=1 |f:0.1.2|. Procedure: A solution of the 4-bromo-2-(2-phenethyl)phenol (1.25 g, 14.5 mmol in DMF (10 ml) was treated with K2CO3 (0.82 g, 5.96 mmol) and methyl 2-bromomethyl-5-pyridine carboxylate (1.14 g, 4.96 mmol). The reaction was stirred at ambient temperature and then evaporated in vacuo. The residue was partitioned between ethyl acetate/H2O and the combined organic extracts were washed with at NaCl solution, dried (MgSO4) and evaporated. The residue was purified by chromatography (eluant: ethyl acetate/hexane) t... Run at temperature 40 celsius, time 30 minute. The reactants are [Cl-].O[NH3+] (hydroxylammonium chloride), C(O)([O-])=O.[Na+] (sodium hydrogencarbonate), N,N′-carbonyldiimidazole, N12CCCCCC2=NCCC1 (1,8-diazabicyclo[5.4.0]undec-7-ene), COC1=CC=C(C=C1)C(CN1C(N(C(=CC1=O)CCC)CC1=CC=C(C=C1)C=1C(=CC=CC1)C#N)=O)=O (4′-{[3-[2-(4-methoxyphenyl)-2-oxoethyl]-2,4-dioxo-6-propyl-3,4-dihydropyrimidin-1(2H)-yl]methyl}biphenyl-2-carbonitrile). RXN SMILES: [Cl-].O[NH3+].[C:4](=[O:7])([O-])[OH:5].[Na+].[CH3:9][O:10][C:11]1[CH:16]=[CH:15][C:14]([C:17](=[O:45])[CH2:18][N:19]2[C:24](=[O:25])[CH:23]=[C:22]([CH2:26][CH2:27][CH3:28])[N:21]([CH2:29][C:30]3[CH:35]=[CH:34][C:33]([C:36]4[C:37]([C:42]#[N:43])=[CH:38][CH:39]=[CH:40][CH:41]=4)=[CH:32][CH:31]=3)[C:20]2=[O:44])=[CH:13][CH:12]=1.[N:46]12CCCN=C1CCCCC2>C(Cl)(Cl)Cl.C(Cl)Cl.CS(C)=O>[CH3:9][O:10][C:11]1[CH:12]=[CH:13][C:14]([C:17](=[O:45])[CH2:18][N:19]2[C:24](=[O:25])[CH:23]=[C:22]([CH2:26][CH2:27][CH3:28])[N:21]([CH2:29][C:30]3[CH:31]=[CH:32][C:33]([C:36]4[CH:41]=[CH:40][CH:39]=[CH:38][C:37]=4[C:42]4[NH:46][C:4](=[O:7])[O:5][N:43]=4)=[CH:34][CH:35]=3)[C:20]2=[O:44])=[CH:15][CH:16]=1 |f:0.1,2.3|. Isolated yield 60.0%. Procedure details: A mixture of hydroxylammonium chloride (0.89 g), sodium hydrogencarbonate (1.29 g) and dimethyl sulfoxide (20 mL) was stirred at 40° C. for 30 min, 4′-{[3-[2-(4-methoxyphenyl)-2-oxoethyl]-2,4-dioxo-6-propyl-3,4-dihydropyrimidin-1(2H)-yl]methyl}biphenyl-2-carbonitrile (0.63 g) was added, and the mixture was stirred at 90° C. for 16 hr. The reaction mixture was diluted with chloroform, washed successively with water and saturated brine, and dried over anhydrous magnesium sulfate. The solvent was e... Yields the product COC1=CC=C(C=C1)C(CN1C(N(C(=CC1=O)CCC)CC1=CC=C(C=C1)C1=C(C=CC=C1)C1=NOC(N1)=O)=O)=O (3-[2-(4-methoxyphenyl)-2-oxoethyl]-1-{[2′-(5-oxo-4,5-dihydro-1,2,4-oxadiazol-3-yl)biphenyl-4-yl]methyl}-6-propylpyrimidine-2,4(1H,3H)-dione). Run in C(Cl)(Cl)Cl (chloroform), CS(=O)C (dimethyl sulfoxide), C(Cl)Cl (methylene chloride), C(Cl)(Cl)Cl (chloroform). Starting materials: O=C1OC(CO)CN1c1cccc(F)c1, O=C1CCC(=O)N1I, O=C(O)C(F)(F)F. The product is O=C1OC(CO)CN1c1ccc(I)c(F)c1. As a reaction SMILES: [F:1][c:2]1[cH:3][c:4]([N:8]2[C:9](=[O:15])[O:10][CH:11]([CH2:13][OH:14])[CH2:12]2)[cH:5][cH:6][cH:7]1.[I:16][N:17]1[C:18](=[O:19])[CH2:20][CH2:21][C:22]1=[O:23].[OH:24][C:25]([C:26]([F:27])([F:28])[F:29])=[O:30]>>[F:1][c:2]1[cH:3][c:4]([N:8]2[C:9](=[O:15])[O:10][CH:11]([CH2:13][OH:14])[CH2:12]2)[cH:5][cH:6][c:7]1[I:16]. The reactants are O=C1C=CCC1, CC(C)O, C[N+](=O)[O-], C1CN=C2CCCN2C1. Product: O=C1CCC(C[N+](=O)[O-])C1. Reaction SMILES: [C:1]1(=[O:6])[CH:2]=[CH:3][CH2:4][CH2:5]1.[CH:20]([OH:21])([CH3:22])[CH3:23].[N+:7](=[O:8])([O-:9])[CH3:10].[N:11]12[CH2:12][CH2:13][CH2:14][C:15]1=[N:16][CH2:17][CH2:18][CH2:19]2>>[C:1]1(=[O:6])[CH2:2][CH:3]([CH2:10][N+:7](=[O:8])[O-:9])[CH2:4][CH2:5]1.